Dataset: the Open Reaction Database (ORD), a public repository of structured organic reaction records. Task: describe an organic reaction: reactants, conditions, products, and yield The reactants are IC1=C2C=CNC(C2=CC=C1C)=O (5-Iodo-6-methylisoquinolin-1(2H)-one), P(=O)(Cl)(Cl)Cl (phosphorous oxychloride). Conditions: temperature 100 celsius, time 4 hour. The product is ClC1=NC=CC2=C(C(=CC=C12)C)I (1-chloro-5-iodo-6-methylisoquinoline). Isolated yield 93.9%. As a reaction SMILES: [I:1][C:2]1[C:11]([CH3:12])=[CH:10][CH:9]=[C:8]2[C:3]=1[CH:4]=[CH:5][NH:6][C:7]2=O.P(Cl)(Cl)([Cl:16])=O>>[Cl:16][C:7]1[C:8]2[C:3](=[C:2]([I:1])[C:11]([CH3:12])=[CH:10][CH:9]=2)[CH:4]=[CH:5][N:6]=1. Reported procedure: 5-Iodo-6-methylisoquinolin-1(2H)-one (2.00 g, 7.02 mmol) was treated with phosphorous oxychloride (6.54 ml, 70.2 mmol) and the mixture stirred at 100° C. for 4 hours. The mixture was cooled and the volatiles removed in vacuo. The residue was taken up in DCM and washed twice with cold water and then twice with saturated aqueous sodium bicarbonate. The organic was dried with sodium sulfate, loaded unto silica and purified by column chromatography on silica gel using 20 to 60% EA in hexanes to give... Reactants: Cl.N[C@H](C(=O)C1=CC=CC=C1)C(CC)C (2-(S)-amino-3-methyl-1-phenyl-1-pentanone hydrochloride), [BH4-].[Na+] (sodium borohydride). Solvent: CO (methanol). Run at temperature 10 celsius. Yields the product N[C@H]([C@H](O)C1=CC=CC=C1)C(CC)C ((1R,2S)-2-amino-3-methyl-1-phenyl-1-pentanol), product. Yield: 87.0%. As a reaction SMILES: Cl.[NH2:2][C@@H:3]([CH:12]([CH3:15])[CH2:13][CH3:14])[C:4]([C:6]1[CH:11]=[CH:10][CH:9]=[CH:8][CH:7]=1)=[O:5].[BH4-].[Na+]>CO>[NH2:2][C@@H:3]([CH:12]([CH3:15])[CH2:13][CH3:14])[C@@H:4]([C:6]1[CH:11]=[CH:10][CH:9]=[CH:8][CH:7]=1)[OH:5] |f:0.1,2.3|. Procedure details: The 2-(S)-amino-3-methyl-1-phenyl-1-pentanone hydrochloride (24.2 g, 0.106 mmol.) prepared above was dissolved in methanol (250 mL). The solution was stirred under chilling with ice to maintain the solution temperature at a temperature of lower than 10° C., and to this was portionwise added sodium borohydride (3.8 g, 0.10 mmol.). The reaction mixture was stirred for one hour at the same temperature, and concentrated under reduced pressure. To the residue were added chloroform (100 mL), water (50... Reactants: C, Cc1ccc(C#N)cc1[N+](=O)[O-], CCO, [H][H], [Pd]. Yields the product Cc1ccc(C#N)cc1N. Reaction SMILES: [C:15].[C:1](#[N:2])[c:3]1[cH:4][c:5]([N+:10]([O-:11])=[O:12])[c:6]([CH3:9])[cH:7][cH:8]1.[CH3:17][CH2:18][OH:19].[H:13][H:14].[Pd:16]>>[C:1](#[N:2])[c:3]1[cH:4][c:5]([NH2:10])[c:6]([CH3:9])[cH:7][cH:8]1. The reactants are CN1N=C2N=C(NC(C2=C1N)=O)C(C)(C)C (2-Methyl-3-amino-6-t-butyl-2,5-dihydropyrazolo[3,4-d]pyrimidin-4-one), Cl (hydrochloric acid). Reaction conditions: temperature 0 celsius. The product is Cl.CN1N=C2N=C(NC(C2=C1N)=O)C(C)(C)C (2-Methyl-3-amino-6-t-butyl-2,5-dihydropyrazolo[3,4-d]pyrimidin-4-one hydrochloride). Reaction SMILES: [CH3:1][N:2]1[C:10]([NH2:11])=[C:9]2[C:4]([N:5]=[C:6]([C:13]([CH3:16])([CH3:15])[CH3:14])[NH:7][C:8]2=[O:12])=[N:3]1.[ClH:17]>>[ClH:17].[CH3:1][N:2]1[C:10]([NH2:11])=[C:9]2[C:4]([N:5]=[C:6]([C:13]([CH3:16])([CH3:15])[CH3:14])[NH:7][C:8]2=[O:12])=[N:3]1 |f:2.3|. Reported procedure: 2-Methyl-3-amino-6-t-butyl-2,5-dihydropyrazolo[3,4-d]pyrimidin-4-one (1.1 g), prepared as in Example 1, was dissolved in 15 ml of boiling 5 N hydrochloric acid. The solution was cooled to 0° C. to precipitate 0.9 g of the title hydrochloride, m.p. 286°-288° C. decomp.